This data is from the Open Reaction Database (ORD), a public repository of structured organic reaction records. The task is: describe an organic reaction: reactants, conditions, products, and yield Starting materials: B#B (diborane), ClC=1C=CC2=C(C(=C(S2)C2=CC=CC=C2)CC#N)C1 (2-(5-Chloro-2-phenyl-1-benzothiophen-3-yl)acetonitrile), Cl (HCl). Solvent: O1CCCC1 (tetrahydrofuran). Product: Cl.ClC=1C=CC2=C(C(=C(S2)C2=CC=CC=C2)CCN)C1 (2-(5-Chloro-2-phenyl-1-benzothiophen-3-yl)-1-ethanamine hydrochloride). As a reaction SMILES: B#B.[Cl:3][C:4]1[CH:5]=[CH:6][C:7]2[S:11][C:10]([C:12]3[CH:17]=[CH:16][CH:15]=[CH:14][CH:13]=3)=[C:9]([CH2:18][C:19]#[N:20])[C:8]=2[CH:21]=1.Cl>O1CCCC1>[ClH:3].[Cl:3][C:4]1[CH:5]=[CH:6][C:7]2[S:11][C:10]([C:12]3[CH:17]=[CH:16][CH:15]=[CH:14][CH:13]=3)=[C:9]([CH2:18][CH2:19][NH2:20])[C:8]=2[CH:21]=1 |f:4.5|. Reported procedure: 3 eq. of diborane in tetrahydrofuran and 1 eq. of the nitrile obtained in Step D are introduced into a 100 ml round-bottomed flask, and the mixture is then heated at reflux for 2 hours. After cooling, 15 eq. of 6M HCl are added and the tetrahydrofuran is evaporated off under reduced pressure. The precipitate formed is filtered off and recrystallised. Reactants: C1CCOC1, C[Si](C)(C)[N-][Si](C)(C)C, CC(=O)O, COc1cccc2c1nc(C(F)F)n2-c1nc(Cl)nc(N2CCOCC2)n1, COc1cc(N)ncn1, [Na+], O. Product: COc1cc(Nc2nc(N3CCOCC3)nc(-n3c(C(F)F)nc4c(OC)cccc43)n2)ncn1. As a reaction SMILES: [CH2:47]1[O:48][CH2:49][CH2:50][CH2:51]1.[CH3:11][Si:12]([N-:13][Si:14]([CH3:15])([CH3:16])[CH3:17])([CH3:18])[CH3:19].[CH3:52][C:53](=[O:54])[OH:55].[Cl:20][c:21]1[n:22][c:23](-[n:33]2[c:34]([CH:44]([F:45])[F:46])[n:35][c:36]3[c:37]2[cH:38][cH:39][cH:40][c:41]3[O:42][CH3:43])[n:24][c:25]([N:27]2[CH2:28][CH2:29][O:30][CH2:31][CH2:32]2)[n:26]1.[NH2:1][c:2]1[n:3][cH:4][n:5][c:6]([O:8][CH3:9])[cH:7]1.[Na+:10].[OH2:56]>>[NH:1]([c:2]1[n:3][cH:4][n:5][c:6]([O:8][CH3:9])[cH:7]1)[c:21]1[n:22][c:23](-[n:33]2[c:34]([CH:44]([F:45])[F:46])[n:35][c:36]3[c:37]2[cH:38][cH:39][cH:40][c:41]3[O:42][CH3:43])[n:24][c:25]([N:27]2[CH2:28][CH2:29][O:30][CH2:31][CH2:32]2)[n:26]1. Starting materials: C(C)(=O)C=1C=C2C(=CC(=NC2=C(C1O)CCC)C(=O)OC)Cl (Methyl 6-acetyl-4-chloro-7-hydroxy-8-propyl-quinoline-2-carboxylate), CNC (dimethylamine), O (water). The solvent is S(O)(O)(=O)=O (sulphuric acid), CO (methanol). Product: C(C)(=O)C=1C=C2C(=CC(=NC2=C(C1O)CCC)C(=O)O)N(C)C (6-Acetyl-7-hydroxy-4-dimethylamino-8-propyl-quinoline-2-carboxylic acid). As a reaction SMILES: [C:1]([C:4]1[CH:5]=[C:6]2[C:11](=[C:12]([CH2:15][CH2:16][CH3:17])[C:13]=1[OH:14])[N:10]=[C:9]([C:18]([O:20]C)=[O:19])[CH:8]=[C:7]2Cl)(=[O:3])[CH3:2].[CH3:23][NH:24][CH3:25].O>CO.S(=O)(=O)(O)O>[C:1]([C:4]1[CH:5]=[C:6]2[C:11](=[C:12]([CH2:15][CH2:16][CH3:17])[C:13]=1[OH:14])[N:10]=[C:9]([C:18]([OH:20])=[O:19])[CH:8]=[C:7]2[N:24]([CH3:25])[CH3:23])(=[O:3])[CH3:2]. Reported procedure: Methyl 6-acetyl-4-chloro-7-hydroxy-8-propyl-quinoline-2-carboxylate (6 g; 18.6474 mmole) in 33% w/w dimethylamine in methanol (50 ml) was heated at 100° C. under pressure (autoclaved) for 24 hours. The mixture was cooled, and treated with water, concentrated, and extracted with chloroform. The extract was washed with water, dried and evaporated to give a brown solid. The solid was heated in 70% sulphuric acid (150 ml) on a steambath for 6 hours. The mixture was cooled and the pH adjusted to abou... Starting materials: C(C)(C)(C)OC(N(C1=CN=CC(=N1)N1CCNCC1)CC1=CC(=CC=C1)F)=O ((3-fluoro-benzyl)-(3,4,5,6-tetrahydro-2H-[1,2′]bipyrazinyl-6′-yl)-carbamic acid tert-butyl ester), Cl.CCOCC (HCl ether). The solvent is CO (Methanol). Conditions: time 19 hour. Product: Cl.FC=1C=C(CNC2=CN=CC(=N2)N2CCNCC2)C=CC1 ((3-Fluoro-benzyl)-(3,4,5,6-tetrahydro-2H-[1,2′]bipyrazinyl-6′-yl)-amine hydrochloride salt). Yield: 81.6%. Reaction SMILES: C(OC(=O)[N:7]([CH2:20][C:21]1[CH:26]=[CH:25][CH:24]=[C:23]([F:27])[CH:22]=1)[C:8]1[N:13]=[C:12]([N:14]2[CH2:19][CH2:18][NH:17][CH2:16][CH2:15]2)[CH:11]=[N:10][CH:9]=1)(C)(C)C.[ClH:29].CCOCC>CO>[ClH:29].[F:27][C:23]1[CH:22]=[C:21]([CH:26]=[CH:25][CH:24]=1)[CH2:20][NH:7][C:8]1[N:13]=[C:12]([N:14]2[CH2:15][CH2:16][NH:17][CH2:18][CH2:19]2)[CH:11]=[N:10][CH:9]=1 |f:1.2,4.5|. Procedure details: To a solution of (3-fluoro-benzyl)-(3,4,5,6-tetrahydro-2H-[1,2′]bipyrazinyl-6′-yl)-carbamic acid tert-butyl ester I-4c (1.09 g, 2.82 mmol) in Methanol (6 mL) was treated with 1.0 M HCl/ether (28.2 mL, 28.2 mmol). The reaction mixture was stirred at ambient temperature for 19 h and concentrated in vacuo. The residue was repulped overnight in a mixture of Methanol (5 mL) and Ether (40 mL). The resulting tan solid was filtered and dried under high vacuum to afford the title compound 4-L (745 mg). Reactants: ClC1=NC2=CC=C(C=C2C(=C1)C1=C(C=CC=C1)Cl)[N+](=O)[O-] (2-chloro-6-nitro-4-(o-chlorophenyl)quinoline), O.NN (hydrazine hydrate). The product is [N+](=O)([O-])C=1C=C2C(=CC(=NC2=CC1)NN)C1=C(C=CC=C1)Cl (6-nitro-4-(o-chlorophenyl)-2-hydrazinoquinoline). As a reaction SMILES: Cl[C:2]1[CH:11]=[C:10]([C:12]2[CH:17]=[CH:16][CH:15]=[CH:14][C:13]=2[Cl:18])[C:9]2[C:4](=[CH:5][CH:6]=[C:7]([N+:19]([O-:21])=[O:20])[CH:8]=2)[N:3]=1.O.[NH2:23][NH2:24]>>[N+:19]([C:7]1[CH:8]=[C:9]2[C:4](=[CH:5][CH:6]=1)[N:3]=[C:2]([NH:23][NH2:24])[CH:11]=[C:10]2[C:12]1[CH:17]=[CH:16][CH:15]=[CH:14][C:13]=1[Cl:18])([O-:21])=[O:20] |f:1.2|. Procedure details: In the manner given in Example 1, 2-chloro-6-nitro-4-(o-chlorophenyl)quinoline is reacted at reflux with hydrazine hydrate to give 6-nitro-4-(o-chlorophenyl)-2-hydrazinoquinoline